This data is from the Open Reaction Database (ORD), a public repository of structured organic reaction records. The task is: describe an organic reaction: reactants, conditions, products, and yield Starting materials: COc1ccc(C2(O)CCCN(Cc3ccccc3)C2)cc1, Cc1ccc(S(=O)(=O)O)cc1, c1ccccc1. Yields the product COc1ccc(C2=CN(Cc3ccccc3)CCC2)cc1. RXN SMILES: [CH3:1][O:2][c:3]1[cH:4][cH:5][c:6]([C:9]2([OH:22])[CH2:10][N:11]([CH2:15][c:16]3[cH:17][cH:18][cH:19][cH:20][cH:21]3)[CH2:12][CH2:13][CH2:14]2)[cH:7][cH:8]1.[c:23]1([CH3:24])[cH:25][cH:26][c:27]([S:28]([OH:29])(=[O:30])=[O:31])[cH:32][cH:33]1.[cH:34]1[cH:35][cH:36][cH:37][cH:38][cH:39]1>>[CH3:1][O:2][c:3]1[cH:4][cH:5][c:6]([C:9]2=[CH:10][N:11]([CH2:15][c:16]3[cH:17][cH:18][cH:19][cH:20][cH:21]3)[CH2:12][CH2:13][CH2:14]2)[cH:7][cH:8]1. Reactants: O=C(n1ccnc1)n1ccnc1, CN(C)CCCN, CC(CSCc1nnc(-c2ccc(C(=O)O)cc2)o1)Oc1ccccc1. The product is CC(CSCc1nnc(-c2ccc(C(=O)NCCCN(C)C)cc2)o1)Oc1ccccc1. As a reaction SMILES: [C:27]([n:28]1[cH:29][cH:30][n:31][cH:32]1)([n:33]1[cH:34][cH:35][n:36][cH:37]1)=[O:38].[CH3:39][N:40]([CH2:41][CH2:42][CH2:43][NH2:44])[CH3:45].[O:1]([c:2]1[cH:3][cH:4][cH:5][cH:6][cH:7]1)[CH:8]([CH2:9][S:10][CH2:11][c:12]1[n:13][n:14][c:15](-[c:17]2[cH:18][cH:19][c:20]([C:21](=[O:22])[OH:23])[cH:24][cH:25]2)[o:16]1)[CH3:26]>>[O:1]([c:2]1[cH:3][cH:4][cH:5][cH:6][cH:7]1)[CH:8]([CH2:9][S:10][CH2:11][c:12]1[n:13][n:14][c:15](-[c:17]2[cH:18][cH:19][c:20]([C:21](=[O:23])[NH:44][CH2:43][CH2:42][CH2:41][N:40]([CH3:39])[CH3:45])[cH:24][cH:25]2)[o:16]1)[CH3:26]. Reactants: C1(CC1)CN1[C@H]2[C@@]3(CCC([C@H]4[C@@]3(C=3C(=C(C=CC3C2)C#N)O4)CC1)=O)O ((5a)-17-(Cyclopropylmethyl)-14-hydroxy-6-oxo-4,5-epoxymorphinan-3-carbonitrile), C([O-])([O-])=O.[K+].[K+] (potassium carbonate), ice water, OO (hydrogen peroxide). The solvent is CS(=O)C (DMSO), C(Cl)Cl (DCM). Reaction conditions: time 2 hour. Product: C1(CC1)CN1[C@H]2[C@@]3(CCC([C@H]4[C@@]3(C=3C(=C(C=CC3C2)C(=O)N)O4)CC1)=O)O ((5a)-17-(cyclopropylmethyl)-14-hydroxy-6-oxo-4,5-epoxymorphinan-3-carboxamide). The yield is 71.4%. As a reaction SMILES: [CH:1]1([CH2:4][N:5]2[CH2:24][CH2:23][C@:12]34[C:13]5[C:14]6[O:22][C@H:11]3[C:10](=[O:25])[CH2:9][CH2:8][C@@:7]4([OH:26])[C@H:6]2[CH2:19][C:18]=5[CH:17]=[CH:16][C:15]=6[C:20]#[N:21])[CH2:3][CH2:2]1.C(=O)([O-])[O-:28].[K+].[K+].OO>CS(C)=O.C(Cl)Cl>[CH:1]1([CH2:4][N:5]2[CH2:24][CH2:23][C@:12]34[C:13]5[C:14]6[O:22][C@H:11]3[C:10](=[O:25])[CH2:9][CH2:8][C@@:7]4([OH:26])[C@H:6]2[CH2:19][C:18]=5[CH:17]=[CH:16][C:15]=6[C:20]([NH2:21])=[O:28])[CH2:3][CH2:2]1 |f:1.2.3|. Procedure details: To an ice/water cooled suspension of (5a)-17-(cyclopropylmethyl)-14-hydroxy-6-oxo-4,5-epoxymorphinan-3-carbonitrile [P2] (6.0 g, 17.1 mmol) and potassium carbonate (7.09 g, 51.37 mmol) in DMSO (120 mL) was added hydrogen peroxide (25 mL, 35 wt. % in H2O) drop wise at a rate to ensure the temperature remained below 20° C. The mixture was stirred for 2 hours then diluted with DCM (800 mL). The solution was washed with water (3×500 mL) before the organic phase was dried (MgSO4). Filtration and remo... Reactants: C1(=CC=CC=C1)P(C1=CC=CC=C1)C1=CC=CC=C1 (triphenylphosphine), BrN1C(CCC1=O)=O (N-bromosuccinimide), BrC1=CC=C(C=C1)CCCO (3-(4-bromophenyl)-1-propanol). Solvent: C(Cl)Cl (methylene chloride). Reaction conditions: time 4 hour. Product: BrC1=CC=C(C=C1)CCCBr (4-bromo-1-(3-bromopropyl)benzene). Yield: 39.9%. Reaction SMILES: [Br:1][C:2]1[CH:7]=[CH:6][C:5]([CH2:8][CH2:9][CH2:10]O)=[CH:4][CH:3]=1.C1(P(C2C=CC=CC=2)C2C=CC=CC=2)C=CC=CC=1.[Br:31]N1C(=O)CCC1=O>C(Cl)Cl>[Br:1][C:2]1[CH:7]=[CH:6][C:5]([CH2:8][CH2:9][CH2:10][Br:31])=[CH:4][CH:3]=1. Reported procedure: Compound 41-2 (3.63 g) was dissolved in methylene chloride (40 ml), triphenylphosphine (4.88 g) and N-bromosuccinimide (3.31 g) were added under ice-cooling, and the mixture was stirred under ice-cooling for 2 hr, and at room temperature for 4 hr. The reaction mixture was washed with water and saturated brine, and dried over anhydrous magnesium sulfate. The solvent was evaporated under reduced pressure. Diethyl ether (100 ml) was added, and the precipitated triphenylphosphine oxide was filtered ... Starting materials: S1(C=NC=C1)=O (thiazolone), [N+](=O)([O-])C1=CC=CC=C1 (nitrobenzene), chlorinated hydrocarbon, S1(C=NC=C1)=O (thiazolone), formula 3, acid halide, formula 4, ClC1=C(C=C(C=C1)Cl)Cl (1,2,4-trichlorobenzene), ClCC(Cl)(Cl)Cl (tetrachloroethane). Solvent: petroleum ethers, C(Cl)Cl (methylene chloride), C(=S)=S (carbon disulfide), C(CCl)Cl (ethylene chloride), C(Cl)(Cl)(Cl)Cl (carbon tetrachloride), C(Cl)(Cl)Cl (chloroform), ClC1=C(C=CC=C1)Cl (o-dichlorobenzene). The product is C(C)(=O)C=1S(C=CN1)=O (acetyl- thiazolone). RXN SMILES: [S:1]1(=[O:6])[CH:5]=[CH:4][N:3]=[CH:2]1.Cl[C:8]1[CH:13]=CC(Cl)=CC=1Cl.[N+](C1C=CC=CC=1)([O-])=[O:17].ClCC(Cl)(Cl)Cl>C(Cl)(Cl)Cl.C(Cl)Cl.C(Cl)CCl.C(Cl)(Cl)(Cl)Cl.C(=S)=S.ClC1C=CC=CC=1Cl>[C:13]([C:2]1[S:1](=[O:6])[CH:5]=[CH:4][N:3]=1)(=[O:17])[CH3:8]. Reported procedure: The Friedel-Crafts reaction is performed by premixing about 1 molar equivalent of the appropriate thiazolone of formula 3 with about 1 molar equivalent to about 10 molar equivalents, preferably about 2 to 3 molar equivalents, of a Lewis acid catalyst in a suitable solvent, for example, petroleum ethers; a chlorinated aromatic, such as 1,2,4-trichlorobenzene or o-dichlorobenzene; carbon disulfide; nitrobenzene; or a chlorinated hydrocarbon such as carbon tetrachloride, ethylene chloride, methylen...